This data is from the Open Reaction Database (ORD), a public repository of structured organic reaction records. The task is: describe an organic reaction: reactants, conditions, products, and yield The reactants are CCc1[nH]c(C(=O)O)nc1Cl, O=S(Cl)Cl. RXN SMILES: [Cl:5][c:6]1[n:7][c:8]([C:13](=[O:14])[OH:15])[nH:9][c:10]1[CH2:11][CH3:12].[S:1]([Cl:2])([Cl:3])=[O:4]>>[Cl-:3].[Cl:5][c:6]1[n:7][c:8]([C:13](=[O:14])[OH:15])[nH:9][c:10]1[CH2:11][CH3:12]. Product: [Cl-], CCc1[nH]c(C(=O)O)nc1Cl.